This data is from the Open Reaction Database (ORD), a public repository of structured organic reaction records. The task is: describe an organic reaction: reactants, conditions, products, and yield Starting materials: [BH4-], CO, CN, CC(C)Oc1c(Cl)cccc1C=O, [Na+]. Product: CC(C)Oc1c(Cl)cccc1CCN. As a reaction SMILES: [BH4-:16].[CH3:18][OH:19].[CH3:1][NH2:2].[Cl:3][c:4]1[c:5]([O:12][CH:13]([CH3:14])[CH3:15])[c:6]([CH:7]=[O:8])[cH:9][cH:10][cH:11]1.[Na+:17]>>[CH2:1]([NH2:2])[CH2:7][c:6]1[c:5]([O:12][CH:13]([CH3:14])[CH3:15])[c:4]([Cl:3])[cH:11][cH:10][cH:9]1.